Dataset: the Open Reaction Database (ORD), a public repository of structured organic reaction records. Task: describe an organic reaction: reactants, conditions, products, and yield Product: N#Cc1ccc(Oc2ccc(Br)c(C=O)c2)nc1OCC(F)F. RXN SMILES: [Br:15][c:16]1[c:17]([CH:18]=[O:19])[cH:20][c:21]([OH:24])[cH:22][cH:23]1.[CH3:31][N:32]([CH3:33])[CH:34]=[O:35].[Cl:1][c:2]1[n:3][c:4]([O:10][CH2:11][CH:12]([F:13])[F:14])[c:5]([C:6]#[N:7])[cH:8][cH:9]1.[K+:25].[K+:26].[O-:27][C:28]([O-:29])=[O:30].[OH2:36]>>[c:2]1([O:24][c:21]2[cH:20][c:17]([CH:18]=[O:19])[c:16]([Br:15])[cH:23][cH:22]2)[n:3][c:4]([O:10][CH2:11][CH:12]([F:13])[F:14])[c:5]([C:6]#[N:7])[cH:8][cH:9]1. Reactants: O=Cc1cc(O)ccc1Br, CN(C)C=O, N#Cc1ccc(Cl)nc1OCC(F)F, [K+], [K+], O=C([O-])[O-], O. Reactants: COC=1C(=NC=NC1)N1CCN(CC1)CCCC1=CNC2=CC=C(C=C12)N (3-[3-[4-(5-Methoxy-4-pyrimidyl)-1-piperazinyl]propyl]-5-amino-1H-indole), CC(C)OC=1C(C(C1C)=O)=O (3-(1-methylethoxy)-4-methylcyclobut-3-ene-1,2-dione). The solvent is CN(C)C=O (DMF). Reaction conditions: temperature 130 celsius. Yields the product [NH4+].[OH-] (NH4OH), COC=1C(=NC=NC1)N1CCN(CC1)CCCC1=CNC2=CC=C(C=C12)NC=1C(C(C1C)=O)=O (3-[3-[4-(5-Methoxy- 4-pyrimidyl)-1-piperazinyl]propyl]-5-(1,2-dioxo-4-methyl-3-cyclobuten-3-yl)amino-1H-indole). Yield: 115.3%. Reaction SMILES: [CH3:1][O:2][C:3]1[C:4]([N:9]2[CH2:14][CH2:13][N:12]([CH2:15][CH2:16][CH2:17][C:18]3[C:26]4[C:21](=[CH:22][CH:23]=[C:24]([NH2:27])[CH:25]=4)[NH:20][CH:19]=3)[CH2:11][CH2:10]2)=[N:5][CH:6]=[N:7][CH:8]=1.CC([O:31][C:32]1[C:33](=[O:38])[C:34](=O)[C:35]=1[CH3:36])C>CN(C=O)C>[NH4+:5].[OH-:2].[CH3:1][O:2][C:3]1[C:4]([N:9]2[CH2:14][CH2:13][N:12]([CH2:15][CH2:16][CH2:17][C:18]3[C:26]4[C:21](=[CH:22][CH:23]=[C:24]([NH:27][C:34]5[C:33](=[O:38])[C:32](=[O:31])[C:35]=5[CH3:36])[CH:25]=4)[NH:20][CH:19]=3)[CH2:11][CH2:10]2)=[N:5][CH:6]=[N:7][CH:8]=1 |f:3.4|. Procedure: A solution of 3-[3-[4-(5-methoxy-4-pyrimidyl)-1-piperazinyl]propyl]-5-aminoindole (6) (0.190 g, 0.52 mmol) and 3-(1-methylethoxy)-4-methylcyclobut-3-ene-1,2-dione (3) (0.080 g, 0.52 mmol) in 1 mL of dry DMF was stirred at room temperature for 66 h and then it was heated at 130° C. (oil-bath temperature) for 6 h. The cooled mixture was evaporated and the residue was chromatographed (SiO2/CH2Cl2 --MeOH, 95:5 then CH2Cl2 --MeOH--NH4OH, 95:4.5:0.5 to 90:9:1) to give the title compound (0.138 g, 58%)... The product is C(CCCCCC)N(C(=S)NCC)CC (n-heptyl-diethyl-thiourea). The reactants are C(CCCCCC)N=C=S (heptyl isothiocyanate), C1=CC=CC=C1 (benzene), C(C)NCC (diethylamine). Procedure: To a solution of 3.14 grams (0.02 mole) of heptyl isothiocyanate dissolved in 15 milliliters of benzene was added 1.46 grams (0.02 mole) of diethylamine. The temperature rose to about 50° C. The mixture was refluxed on a steam bath for 20 minutes until a neutral pH was obtained. The mixture was then evaporated under vacuum to give 4.8 grams of n-heptyl-diethyl-thiourea. To this product, 4.1 grams (0.02 mole) of bromoethylamine hydrobromide and 25 milliliters of ethanol 2B was added. The mixture ... As a reaction SMILES: [CH2:1]([N:8]=[C:9]=[S:10])[CH2:2][CH2:3][CH2:4][CH2:5][CH2:6][CH3:7].[CH2:11]([NH:13]CC)[CH3:12].[CH:16]1C=CC=C[CH:17]=1>>[CH2:1]([N:8]([CH2:16][CH3:17])[C:9]([NH:13][CH2:11][CH3:12])=[S:10])[CH2:2][CH2:3][CH2:4][CH2:5][CH2:6][CH3:7]. Starting materials: N1=CC=CC=C1 (pyridine), ClC1=CC=C2C(=NN(C2=C1)COCC[Si](C)(C)C)NC(CCC)=O (N-[6-chloro-1-[[2-(trimethylsilyl)ethoxy]methyl]-1H-indazol-3-yl]butanamide), S(=O)(=O)([O-])[O-].[Na+].[Na+] (sodium sulphate), BrBr (bromine). Run in C(Cl)(Cl)Cl (chloroform), ClCCl (dichloromethane). Conditions: temperature 20 celsius, time 24 hour. The product is BrC=1C=C2C(=NN(C2=CC1Cl)COCC[Si](C)(C)C)NC(CCC)=O (N-[5-bromo-6-chloro-1-[[2-(trimethylsilyl)ethoxy]methyl]-1H-indazol-3-yl]butanamide). Reaction SMILES: N1C=CC=CC=1.[Cl:7][C:8]1[CH:16]=[C:15]2[C:11]([C:12]([NH:25][C:26](=[O:30])[CH2:27][CH2:28][CH3:29])=[N:13][N:14]2[CH2:17][O:18][CH2:19][CH2:20][Si:21]([CH3:24])([CH3:23])[CH3:22])=[CH:10][CH:9]=1.[Br:31]Br.S([O-])([O-])(=O)=O.[Na+].[Na+]>C(Cl)(Cl)Cl.ClCCl>[Br:31][C:9]1[CH:10]=[C:11]2[C:15](=[CH:16][C:8]=1[Cl:7])[N:14]([CH2:17][O:18][CH2:19][CH2:20][Si:21]([CH3:24])([CH3:22])[CH3:23])[N:13]=[C:12]2[NH:25][C:26](=[O:30])[CH2:27][CH2:28][CH3:29] |f:3.4.5|. Procedure: 0.22 cm3 of pyridine is added to 1 g of N-[6-chloro-1-[[2-(trimethylsilyl)ethoxy]methyl]-1H-indazol-3-yl]butanamide, described in Example 25, in 15 cm3 of chloroform, followed by addition of 0.14 cm3 of bromine. The mixture is stirred for 24 hours at 20° C., followed by addition of 50 cm3 of dichloromethane and 50 cm3 of saturated aqueous sodium sulphate solution. After stirring for 10 minutes, the insoluble material is removed by filtration on a sinter funnel and the organic phase is washed wit... As a reaction SMILES: [Al+3:17].[CH2:1]([c:2]1[cH:3][cH:4][cH:5][cH:6][cH:7]1)[c:8]1[s:9][cH:10][c:11]([C:13](=[O:14])[OH:15])[n:12]1.[H-:16].[H-:19].[H-:20].[H-:21].[Li+:18].[O:22]1[CH2:23][CH2:24][CH2:25][CH2:26]1>>[CH2:1]([c:2]1[cH:3][cH:4][cH:5][cH:6][cH:7]1)[c:8]1[s:9][cH:10][c:11]([CH2:13][OH:14])[n:12]1. Reactants: [Al+3], O=C(O)c1csc(Cc2ccccc2)n1, [H-], [H-], [H-], [H-], [Li+], C1CCOC1. Product: OCc1csc(Cc2ccccc2)n1.